Dataset: the Open Reaction Database (ORD), a public repository of structured organic reaction records. Task: describe an organic reaction: reactants, conditions, products, and yield The reactants are FC(C=1C=C(C=C(C1)C(F)(F)F)CO[C@H]1[C@@]2(CC[C@H](CC1)N2CC#CCCl)C2=CC=CC=C2)(F)F ((1R*,2R*,5R*)-2-{[3,5-Bis(trifluoromethyl)phenyl]methoxy}-8-(4-chlorobut-2-ynyl)-1-phenyl-8-azabicyclo[3.2.1]octane), [N-]=[N+]=[N-].[Na+] (sodium azide). Run in CN(C=O)C (dimethylformamide), O (water). Product: N(=[N+]=[N-])CC#CCN1[C@@]2([C@@H](CC[C@H]1CC2)OCC2=CC(=CC(=C2)C(F)(F)F)C(F)(F)F)C2=CC=CC=C2 ((1R*,2R*,5R*)-8-(4-Azidobut-2-ynyl)-2-{[3,5-bis(trifluoromethyl)phenyl]-methoxy}-1-phenyl-8-azabicyclo[3.2.1]octane). RXN SMILES: [F:1][C:2]([F:35])([F:34])[C:3]1[CH:4]=[C:5]([CH2:13][O:14][C@@H:15]2[CH2:21][CH2:20][C@@H:19]3[N:22]([CH2:23][C:24]#[C:25][CH2:26]Cl)[C@@:16]2([C:28]2[CH:33]=[CH:32][CH:31]=[CH:30][CH:29]=2)[CH2:17][CH2:18]3)[CH:6]=[C:7]([C:9]([F:12])([F:11])[F:10])[CH:8]=1.[N-:36]=[N+:37]=[N-:38].[Na+]>CN(C)C=O.O>[N:36]([CH2:26][C:25]#[C:24][CH2:23][N:22]1[C@@H:19]2[CH2:18][CH2:17][C@@:16]1([C:28]1[CH:33]=[CH:32][CH:31]=[CH:30][CH:29]=1)[C@H:15]([O:14][CH2:13][C:5]1[CH:4]=[C:3]([C:2]([F:35])([F:34])[F:1])[CH:8]=[C:7]([C:9]([F:12])([F:11])[F:10])[CH:6]=1)[CH2:21][CH2:20]2)=[N+:37]=[N-:38] |f:1.2|. Reported procedure: (1R*,2R*,5R*)-2-{[3,5-Bis(trifluoromethyl)phenyl]methoxy}-8-(4-chlorobut-2-ynyl)-1-phenyl-8-azabicyclo[3.2.1]octane (Description 26; 254 mg, 0.49 mmol) and sodium azide (35 mg, 0.54 mmol) were stirred in dimethylformamide (3 ml) at room temperature overnight. The reaction mixture was diluted with water and the product extracted with ethyl acetate (×3), dried (MgSO4) and concentrated in vacuo to give the title compound as an orange oil. Reaction SMILES: [Br:1][CH2:2][CH2:3][CH2:4][CH2:5][CH2:6][CH2:7][O:8][c:9]1[cH:10][c:11]2[cH:12][cH:13][n:14](-[c:18]3[cH:19][cH:20][cH:21][cH:22][cH:23]3)[c:15]2[cH:16][cH:17]1.[CH2:24]([CH3:25])[NH:26][CH2:27][CH2:28][OH:29]>>[CH2:2]([CH2:3][CH2:4][CH2:5][CH2:6][CH2:7][O:8][c:9]1[cH:10][c:11]2[cH:12][cH:13][n:14](-[c:18]3[cH:19][cH:20][cH:21][cH:22][cH:23]3)[c:15]2[cH:16][cH:17]1)[N:26]([CH2:24][CH3:25])[CH2:27][CH2:28][OH:29]. Starting materials: BrCCCCCCOc1ccc2c(ccn2-c2ccccc2)c1, CCNCCO. Yields the product CCN(CCO)CCCCCCOc1ccc2c(ccn2-c2ccccc2)c1.